This data is from the Open Reaction Database (ORD), a public repository of structured organic reaction records. The task is: describe an organic reaction: reactants, conditions, products, and yield Reactants: FC=1C=C(C=C(C1)F)CC(=O)N[C@@H](C)C(=O)O (N-(3,5-difluorophenylacetyl)-L-alanine), NN1C2=C(C3=C(C(C1=O)C1CCCCC1)C=CC=C3)C=CC=C2 (5-Amino-7-cyclohexyl-5,7-dihydro-6H-dibenz[b,d]azepin-6-one). Solvent: CO.C(Cl)(Cl)Cl (MeOH CHCl3). The product is FC=1C=C(C=C(C1)F)CC(=O)N[C@@H](C)C(=O)NN1C2=C(C3=C(C(C1=O)C1CCCCC1)C=CC=C3)C=CC=C2 (5-{N′-(3,5-Difluorophenylacetyl)-L-alaninyl}amino-7-cyclohexyl-5,7-dihydro-6H-dibenz[b,d]azepin-6-one). As a reaction SMILES: [F:1][C:2]1[CH:3]=[C:4]([CH2:9][C:10]([NH:12][C@H:13]([C:15]([OH:17])=O)[CH3:14])=[O:11])[CH:5]=[C:6]([F:8])[CH:7]=1.[NH2:18][N:19]1[C:25](=[O:26])[CH:24]([CH:27]2[CH2:32][CH2:31][CH2:30][CH2:29][CH2:28]2)[C:23]2[CH:33]=[CH:34][CH:35]=[CH:36][C:22]=2[C:21]2[CH:37]=[CH:38][CH:39]=[CH:40][C:20]1=2>CO.C(Cl)(Cl)Cl>[F:8][C:6]1[CH:5]=[C:4]([CH2:9][C:10]([NH:12][C@H:13]([C:15]([NH:18][N:19]2[C:25](=[O:26])[CH:24]([CH:27]3[CH2:28][CH2:29][CH2:30][CH2:31][CH2:32]3)[C:23]3[CH:33]=[CH:34][CH:35]=[CH:36][C:22]=3[C:21]3[CH:37]=[CH:38][CH:39]=[CH:40][C:20]2=3)=[O:17])[CH3:14])=[O:11])[CH:3]=[C:2]([F:1])[CH:7]=1 |f:2.3|. Procedure details: Following General Procedure D and using N-(3,5-difluorophenylacetyl)-L-alanine (Ex. B) and 5-amino-7-cyclohexyl-5,7-dihydro-6H-dibenz[b,d]azepin-6-one (Example 7-N), the title compound was prepared. The reaction was monitored by tlc (Rf=0.35, 5% MeOH/CHCl3) and product was purified by chromatography (silica, 5% MeOH/CHCl3).